From a dataset of the Open Reaction Database (ORD), a public repository of structured organic reaction records. describe an organic reaction: reactants, conditions, products, and yield Reactants: C(C)OC1=C(C(=O)NC2=C(C(=O)N)C=CC=C2C)C=CC=C1 (2-(2-ethoxybenzamido)-3-methylbenzamide). The reagents and catalysts are [Cl-].[Zn+2].[Cl-] (zinc chloride). The solvent is ClCCl.CO (dichloromethane methanol). Run at temperature 210 celsius. Yields the product C(C)OC1=C(C=CC=C1)C1=NC2=C(C=CC=C2C(N1)=O)C (2-(2-Ethoxyphenyl)-8-methylquinazolin-4(3H)-one). The yield is 40.4%. Reaction SMILES: [CH2:1]([O:3][C:4]1[CH:22]=[CH:21][CH:20]=[CH:19][C:5]=1[C:6]([NH:8][C:9]1[C:17]([CH3:18])=[CH:16][CH:15]=[CH:14][C:10]=1[C:11]([NH2:13])=[O:12])=O)[CH3:2]>ClCCl.CO.[Cl-].[Zn+2].[Cl-]>[CH2:1]([O:3][C:4]1[CH:22]=[CH:21][CH:20]=[CH:19][C:5]=1[C:6]1[NH:13][C:11](=[O:12])[C:10]2[C:9](=[C:17]([CH3:18])[CH:16]=[CH:15][CH:14]=2)[N:8]=1)[CH3:2] |f:1.2,3.4.5|. Procedure: A mixture of 2-(2-ethoxybenzamido)-3-methylbenzamide (1.6 g, 0.0053 mol) and anhydrous zinc chloride (2.29 g, 0.016 mol) was heated at 210° C. for 5 minutes, then allowed to cool. The residue was dissolved in dichloromethane-methanol (90:10, 200 ml) and this solution washed with an aqueous solution of ethylenediamine tetraacetic acid disodium salt (12 g in 400 ml of water). The aqueous phase was then extracted with a mixture of dichloromethane-methanol (90:10, 2×50 ml) and the organic solutions ... The reactants are O=O (oxygen), [Br-].[Li+] (lithium bromide), BrCC=CCBr (1,4-dibromo-2-butene), C(C)(=O)OC(C)=O (acetic anhydride), C=CC=C (butadiene), C(C)(=O)O (acetic acid), O=O (oxygen). The reagents and catalysts are [Mo](=O)=O (molybdenum dioxide). Run at temperature 140 celsius, time 4.75 hour. Product: C(C)(=O)OCC(C=C)OC(C)=O (1,2-diacetoxy-3-butene), C(C)(=O)OCC=CCOC(C)=O (1,4-diacetoxy-2-butene), C(C)(=O)OC(=CCC)OC(C)=O (diacetoxy-butene). The yield is 20.0%. Reaction SMILES: [Br-].[Li+].Br[CH2:4][CH:5]=[CH:6][CH2:7]Br.[C:9]([O:12][C:13](=[O:15])[CH3:14])(=[O:11])[CH3:10].[CH2:16]=[CH:17][CH:18]=[CH2:19].O=O.[C:22]([OH:25])(=[O:24])[CH3:23]>[Mo](=O)=O>[C:22]([O:25][CH2:4][CH:5]([O:12][C:13](=[O:15])[CH3:14])[CH:6]=[CH2:7])(=[O:24])[CH3:23].[C:22]([O:25][CH2:16][CH:17]=[CH:18][CH2:19][O:12][C:9](=[O:11])[CH3:10])(=[O:24])[CH3:23].[C:22]([O:25][C:4]([O:12][C:13](=[O:15])[CH3:14])=[CH:5][CH2:6][CH3:7])(=[O:24])[CH3:23] |f:0.1|. Procedure details: Another run was conducted according to the instant invention using the same apparatus as employed in the runs of Example I. In this run, the reactor was charged with 2.5 grams (20 mmol) of molybdenum dioxide (MoO2), 6.5 grams (75 mmol) of lithium bromide, 4.6 grams (22.5 mmol) of 1,4-dibromo-2-butene, 50 ml of acetic acid, 25 ml of acetic anhydride and 10.9 grams (201.8 mmol) of butadiene from the vapor phase. The reactor was pressured to 30 psig with oxygen, placed in an oil bath and heated to ...